From a dataset of the Open Reaction Database (ORD), a public repository of structured organic reaction records. describe an organic reaction: reactants, conditions, products, and yield Starting materials: Cc1cc(Br)cc(C)c1C(=O)N1CCC(N2CCCC2CO)CC1, CC1(C)OB(c2cncc(C(F)(F)F)c2)OC1(C)C. Yields the product Cc1cc(-c2cncc(C(F)(F)F)c2)cc(C)c1C(=O)N1CCC(N2CCCC2CO)CC1. RXN SMILES: [Br:1][c:2]1[cH:3][c:4]([CH3:24])[c:5]([C:9](=[O:10])[N:11]2[CH2:12][CH2:13][CH:14]([N:17]3[CH:18]([CH2:22][OH:23])[CH2:19][CH2:20][CH2:21]3)[CH2:15][CH2:16]2)[c:6]([CH3:8])[cH:7]1.[CH3:25][C:26]1([CH3:27])[C:28]([CH3:29])([CH3:30])[O:31][B:32]([c:33]2[cH:34][n:35][cH:36][c:37]([C:39]([F:40])([F:41])[F:42])[cH:38]2)[O:43]1>>[c:2]1(-[c:33]2[cH:34][n:35][cH:36][c:37]([C:39]([F:40])([F:41])[F:42])[cH:38]2)[cH:3][c:4]([CH3:24])[c:5]([C:9](=[O:10])[N:11]2[CH2:12][CH2:13][CH:14]([N:17]3[CH:18]([CH2:22][OH:23])[CH2:19][CH2:20][CH2:21]3)[CH2:15][CH2:16]2)[c:6]([CH3:8])[cH:7]1.